describe an organic reaction: reactants, conditions, products, and yield From a dataset of the Open Reaction Database (ORD), a public repository of structured organic reaction records. Reactants: FC1=C(C(=C(C(=C1OC(=O)C=1C=C2C(C(NC2=CC1)=O)=NNC1=CC=C(C=C1)S(N)(=O)=O)F)F)F)F (2-oxo-3[(4-sulfamoyl-phenyl)-hydrazono]-2,3-dihydro-1H-indole-5-carboxylic acid pentafluorophenyl ester), NCC=1OC=CC1 (2-aminomethylfuran). Yields the product O1C(=CC=C1)CNC(=O)C=1C=C2C(C(NC2=CC1)=O)=NNC1=CC=C(C=C1)S(N)(=O)=O (2-Oxo-3-[(4-sulfamoyl-phenyl)-hydrazono]-2,3-dihydro-1H-indol-5-carboxylic acid (furan-2-ylmethyl)-amide). As a reaction SMILES: FC1C(O[C:9]([C:11]2[CH:12]=[C:13]3[C:17](=[CH:18][CH:19]=2)[NH:16][C:15](=[O:20])[C:14]3=[N:21][NH:22][C:23]2[CH:28]=[CH:27][C:26]([S:29](=[O:32])(=[O:31])[NH2:30])=[CH:25][CH:24]=2)=[O:10])=C(F)C(F)=C(F)C=1F.[NH2:37][CH2:38][C:39]1[O:40][CH:41]=[CH:42][CH:43]=1>>[O:40]1[CH:41]=[CH:42][CH:43]=[C:39]1[CH2:38][NH:37][C:9]([C:11]1[CH:12]=[C:13]2[C:17](=[CH:18][CH:19]=1)[NH:16][C:15](=[O:20])[C:14]2=[N:21][NH:22][C:23]1[CH:28]=[CH:27][C:26]([S:29](=[O:31])(=[O:32])[NH2:30])=[CH:25][CH:24]=1)=[O:10]. Reported procedure: The title compound was prepared from 2-oxo-3[(4-sulfamoyl-phenyl)-hydrazono]-2,3-dihydro-1H-indole-5-carboxylic acid pentafluorophenyl ester and 2-aminomethylfuran according to Procedure K: mp>250° C.; 1H NMR (DMSO-d6): δ4.51 (d, J=5.5 Hz, 2H), 6.31 (d, J=3 Hz, 1H), 6.44 (d, J=3 Hz), 7.02 (d, J=8.3, 1H), 7.30 (s, 2H), 7.66 (m, 3H), 7.88 (m, 3H), 8.18 (s, 1H), 9.02 (br t, J=5.5 Hz, 1H), 11.4 (s, 1H), 12.8 (s, 1H); APCI−MS m/z438 (M−H)−; Anal. Calcd for C20H17N5O5S.1/2H2O: C, 53.57; H, 4.05; N, 15... Starting materials: crude product, N1=CC=C(C2=CC=CC=C12)C(=O)OCC (ethyl quinoline-4-carboxylate), [H-].[K+] (potassium hydride), Cl (monohydrochloride), ethyl 3-[3-(N-benzoyl)piperidyl]propionate, suspension, Cl (monohydrochloride). Yields the product N1=CC=C(C2=CC=CC=C12)C(CCC1CNCCC1)=O (1-(4-quinolyl)-3-(3-piperidyl)-1-propanone). As a reaction SMILES: [N:1]1[C:10]2[C:5](=[CH:6][CH:7]=[CH:8][CH:9]=2)[C:4]([C:11]([O:13]CC)=O)=[CH:3][CH:2]=1.[H-].[K+].Cl>>[N:1]1[C:10]2[C:5](=[CH:6][CH:7]=[CH:8][CH:9]=2)[C:4]([C:11](=[O:13])[CH2:7][CH2:6][CH:5]2[CH2:4][CH2:3][CH2:2][NH:1][CH2:10]2)=[CH:3][CH:2]=1 |f:1.2|. Procedure details: On operating as in Example 1, but starting from 4.4 g of ethyl quinoline-4-carboxylate, 5.6 g of ethyl 3-[3-(N-benzoyl)piperidyl]propionate and 12 ml of a 20% suspension of potassium hydride in oil, 2.7 g of crude product are isolated, which are absorbed on a column containing 270 g of silica. After elution with a 9/1 chloroform-diethylamine mixture, 1.2 g of 1-(4-quinolyl)-3-(3-piperidyl)-1-propanone are obtained, which is converted into its monohydrochloride. This monohydrochloride melts at 16... Reactants: NC1=CC(=C(C(=O)OC)C=C1C#C[Si](C)(C)C)Cl (Methyl 4-amino-2-chloro-5-((trimethylsilyl)ethynyl)benzoate). The reagents and catalysts are [Cu]I (CuI). Run in CN(C)C=O (DMF). Run at temperature 110 celsius. Yields the product ClC1=C(C=C2C=CNC2=C1)C(=O)OC (Methyl 6-chloro-1H-indole-5-carboxylate). As a reaction SMILES: [NH2:1][C:2]1[C:11]([C:12]#[C:13][Si](C)(C)C)=[CH:10][C:5]([C:6]([O:8][CH3:9])=[O:7])=[C:4]([Cl:18])[CH:3]=1>CN(C=O)C.[Cu]I>[Cl:18][C:4]1[CH:3]=[C:2]2[C:11]([CH:12]=[CH:13][NH:1]2)=[CH:10][C:5]=1[C:6]([O:8][CH3:9])=[O:7]. Procedure details: A mixture of compound 70p (0.532 mmol, 150 mg) and CuI (0.32 mmol, 60 mg) in DMF (1.5 mL) was heated at 110° C. for 5 h and them cooled to room temperature. The reaction was quenched with water and extracted with EtOAc. The organic layer was concentrated and purified by flash column chromatography (silica gel, 15% EtOAc/hexanes) to give compound 70q.